This data is from the Open Reaction Database (ORD), a public repository of structured organic reaction records. The task is: describe an organic reaction: reactants, conditions, products, and yield Procedure details: To a solution of n-BuLi (15% solution in hexane, 2.2 mL, 5 mmol) in THF (10 mL), maintained at 0° C. under nitrogen atmosphere, hexamethyldisilazane (1.08 mL, 5.1 mmol) was added dropwise and stirred for 15 min. To this, a solution of the compound of example (41)(1.44 g, 2.5 mmol) in THF (10 mL) was added dropwise, maintaining the temperature at 0° C. After the addition, the reaction was allowed to warm to room temperature and stirred for 2.5 hrs. The reaction mixture was acidified with dilute H... Conditions: time 3 hour. Reactants: ClC1=C(C=CC(=C1)C(F)(F)F)C(CC(=O)C=1C(=C(C(=CC1OC)OC)C1C(N(CC1)C)COC(C)=O)O)=O (acetic acid 3-{3-[3-(2-chloro-4-trifluoromethyl-phenyl)-3-oxo-propionyl]-2-hydroxy-4,6-dimethoxy-phenyl}-1-methyl-pyrrolidin-2-ylmethyl ester), C(=O)(O)[O-].[Na+] (NaHCO3). Product: ClC1=C(C=CC(=C1)C(F)(F)F)C=1OC2=C(C(=CC(=C2C(C1)=O)OC)OC)[C@H]1[C@@H](N(CC1)C)CO ((+)-trans-2-(2-chloro-4-trifluoromethylphenyl)-8-(2-hydroxymethyl-1-methyl pyrrolidin-3-yl)-5,7-dimethoxy-chromen-4-one). As a reaction SMILES: [Cl:1][C:2]1[CH:7]=[C:6]([C:8]([F:11])([F:10])[F:9])[CH:5]=[CH:4][C:3]=1[C:12](=O)[CH2:13][C:14]([C:16]1[C:17]([OH:37])=[C:18]([CH:26]2[CH2:30][CH2:29][N:28]([CH3:31])[CH:27]2[CH2:32][O:33]C(=O)C)[C:19]([O:24][CH3:25])=[CH:20][C:21]=1[O:22][CH3:23])=[O:15].C([O-])(O)=O.[Na+]>Cl>[Cl:1][C:2]1[CH:7]=[C:6]([C:8]([F:11])([F:10])[F:9])[CH:5]=[CH:4][C:3]=1[C:12]1[O:37][C:17]2[C:16]([C:14](=[O:15])[CH:13]=1)=[C:21]([O:22][CH3:23])[CH:20]=[C:19]([O:24][CH3:25])[C:18]=2[C@@H:26]1[CH2:30][CH2:29][N:28]([CH3:31])[C@H:27]1[CH2:32][OH:33] |f:1.2|. The solvent is Cl (HCl). Starting materials: [OH-].[K+] (potassium hydroxide), CN1N=CC(=C1[N+](=O)[O-])C=O (1-methyl-5-nitro-1H-pyrazole-4-carbaldehyde). Reagents/catalysts: [Ag-]=O (silver (I) oxide). Solvent: CO (methanol), CO (methanol). The product is CN1N=CC(=C1[N+](=O)[O-])C(=O)O (1-methyl-5-nitro-1H-pyrazole-4-carboxylic acid). Reaction SMILES: [CH3:1][N:2]1[C:6]([N+:7]([O-:9])=[O:8])=[C:5]([CH:10]=[O:11])[CH:4]=[N:3]1.[OH-:12].[K+]>CO.[Ag-]=O>[CH3:1][N:2]1[C:6]([N+:7]([O-:9])=[O:8])=[C:5]([C:10]([OH:12])=[O:11])[CH:4]=[N:3]1 |f:1.2|. Procedure: A solution of 1-methyl-5-nitro-1H-pyrazole-4-carbaldehyde (0.42 g, 2.8 mmol) in methanol (5 mL) was treated with silver (I) oxide (1.29 g, 5.6 mmol) followed by 5N potassium hydroxide (1.5 mL) in 5 mL of methanol and then refluxed for 16 hours. The mixture was cooled to room temperature and quenched with concentrated HCl (8 mL) and ethyl acetate. The mixture was filtered through a layer of celite and concentrated to give crude 1-methyl-5-nitro-1H-pyrazole-4-carboxylic acid: 1H NMR (300 MHz, CDCl...